Dataset: the Open Reaction Database (ORD), a public repository of structured organic reaction records. Task: describe an organic reaction: reactants, conditions, products, and yield Starting materials: P(=O)(OCCBr)(OC(C)(C)C)OC(C)(C)C (2-Bromoethyl di-tert-butyl phosphate), O=C1CN(CCN1)C(=O)OCC1=CC=CC=C1 (benzyl 3-oxopiperazine-1-carboxylate), [OH-].[K+] (potassium hydroxide). Reagents/catalysts: [Br-].C(CCC)[N+](CCCC)(CCCC)CCCC (tetra-n-butylammonium bromide). The solvent is O1CCCC1 (tetrahydrofuran), C1CCOC1 (THF). Run at time 90 minute. The product is C(C)(C)(C)OP(=O)(OC(C)(C)C)OCCN1C(CN(CC1)C(=O)OCC1=CC=CC=C1)=O (benzyl 4-{2-[(di-tert-butoxyphosphoryl)oxy]ethyl}-3-oxopiperazine-1-carboxylate). Yield: 55.0%. RXN SMILES: [P:1]([O:12][C:13]([CH3:16])([CH3:15])[CH3:14])([O:7][C:8]([CH3:11])([CH3:10])[CH3:9])([O:3][CH2:4][CH2:5]Br)=[O:2].[O:17]=[C:18]1[NH:23][CH2:22][CH2:21][N:20]([C:24]([O:26][CH2:27][C:28]2[CH:33]=[CH:32][CH:31]=[CH:30][CH:29]=2)=[O:25])[CH2:19]1.[OH-].[K+]>O1CCCC1.[Br-].C([N+](CCCC)(CCCC)CCCC)CCC>[C:8]([O:7][P:1]([O:3][CH2:4][CH2:5][N:23]1[CH2:22][CH2:21][N:20]([C:24]([O:26][CH2:27][C:28]2[CH:29]=[CH:30][CH:31]=[CH:32][CH:33]=2)=[O:25])[CH2:19][C:18]1=[O:17])([O:12][C:13]([CH3:16])([CH3:15])[CH3:14])=[O:2])([CH3:11])([CH3:10])[CH3:9] |f:2.3,5.6|. Procedure details: 2-Bromoethyl di-tert-butyl phosphate (298 mg, 0.94 mmol) in tetrahydrofuran (1.0 ml) was added at room temperature to a stirred suspension of benzyl 3-oxopiperazine-1-carboxylate (200 mg, 0.85 mmol), powdered potassium hydroxide (57 mg, 1.0 mmol) and tetra-n-butylammonium bromide (55 mg, 0.17 mmol) in THF (2.0 ml). The reaction mixture was stirred for 90 minutes and then filtered through Celite and the filtrate evaporated to leave a colourless oil. The crude product was purified by silica gel ch... Product: OC(C#CC(=O)OC)C1=CC=C(C=C1)O (methyl 4-hydroxy-4-(4-hydroxyphenyl)-2-butynoate). RXN SMILES: [C:1]([O:5][CH3:6])(=[O:4])[C:2]#[CH:3].C([Li])CCC.[OH:12][C:13]1[CH:20]=[CH:19][C:16]([CH:17]=[O:18])=[CH:15][CH:14]=1.[Cl-].[NH4+]>O1CCCC1>[OH:18][CH:17]([C:16]1[CH:19]=[CH:20][C:13]([OH:12])=[CH:14][CH:15]=1)[C:3]#[C:2][C:1]([O:5][CH3:6])=[O:4] |f:3.4|. Reaction conditions: time 10 minute. Reactants: C(C#C)(=O)OC (methyl propiolate), C(CCC)[Li] (n-butyllithium), OC1=CC=C(C=O)C=C1 (4-hydroxybenzaldehyde), [Cl-].[NH4+] (ammonium chloride). The solvent is O1CCCC1 (tetrahydrofuran), O1CCCC1 (tetrahydrofuran). Procedure: A solution of 12.5 ml (0.15 mol) of methyl propiolate in 150 ml of tetrahydrofuran was treated at -78° under argon with 100 ml of n-butyllithium (1.6M in hexane). The mixture was stirred at -78° for 10 minutes and then a solution of 9.8 g (80 mmol) of 4-hydroxybenzaldehyde in 50 ml of tetrahydrofuran was added within 30 minutes. The reaction mixture was stirred at -78° for a further 20 minutes, then brought to room temperature and treated with 200 ml of saturated ammonium chloride solution. The ...